Dataset: the Open Reaction Database (ORD), a public repository of structured organic reaction records. Task: describe an organic reaction: reactants, conditions, products, and yield RXN SMILES: [C:1]1([C:23]2[CH:28]=[CH:27][CH:26]=[CH:25][CH:24]=2)[CH:6]=[CH:5][C:4]([CH2:7][C@@H:8]([NH:15][C:16]([O:18][C:19]([CH3:22])([CH3:21])[CH3:20])=[O:17])[CH2:9][C@@H:10]([OH:14])[C:11]([OH:13])=[O:12])=[CH:3][CH:2]=1.C(=O)([O-])[O-].[Cs+].[Cs+].Cl[CH2:36][C:37]1[O:38][C:39](=[O:43])[O:40][C:41]=1[CH3:42].CCOC(C)=O>CN(C=O)C>[CH3:42][C:41]1[O:40][C:39](=[O:43])[O:38][C:37]=1[CH2:36][O:12][C:11](=[O:13])[C@H:10]([OH:14])[CH2:9][C@H:8]([NH:15][C:16]([O:18][C:19]([CH3:22])([CH3:21])[CH3:20])=[O:17])[CH2:7][C:4]1[CH:3]=[CH:2][C:1]([C:23]2[CH:24]=[CH:25][CH:26]=[CH:27][CH:28]=2)=[CH:6][CH:5]=1 |f:1.2.3|. Reported procedure: (2R,4R)-5-Biphenyl-4-yl-4-t-butoxycarbonylamino-2-hydroxypentanoic acid (500 mg, 1.0 mmol, 1.0 eq.) was dissolved in dry DMF (10.0 mL). The solution was cooled to 0° C. and dicesium carbonate (465 mg, 1.4 mmol, 1.1 eq.) was added. The mixture was stirred for 30 minutes and 4-chloromethyl-5-methyl-1,3-dioxol-2-one (212 mg, 1.4 mmol, 1.1 eq.) was added. The resulting mixture was stirred for an additional 1 hour at 0° C., then warmed to room temperature while stirring. The mixture was further stirr... Product: CC1=C(OC(O1)=O)COC([C@@H](C[C@@H](CC1=CC=C(C=C1)C1=CC=CC=C1)NC(=O)OC(C)(C)C)O)=O ((2R,4R)-5-biphenyl-4-yl-4-t-butoxycarbonylamino-2-hydroxypentanoic acid 5-methyl-2-oxo-[1,3]dioxol-4-ylmethyl ester). Reaction conditions: temperature 0 celsius, time 30 minute. Starting materials: CCOC(=O)C (EtOAc), C1(=CC=C(C=C1)C[C@H](C[C@H](C(=O)O)O)NC(=O)OC(C)(C)C)C1=CC=CC=C1 ((2R,4R)-5-Biphenyl-4-yl-4-t-butoxycarbonylamino-2-hydroxypentanoic acid), ClCC=1OC(OC1C)=O (4-chloromethyl-5-methyl-1,3-dioxol-2-one), C([O-])([O-])=O.[Cs+].[Cs+] (dicesium carbonate). The solvent is CN(C)C=O (DMF). Reactants: C(C)(=O)OCC (ethyl acetate), C(C)(=O)O[C@@H]1C(C(=C[C@H](O1)COC(C)=O)Br)=O (1,6-di-O-acetyl-3-bromo-3,4-dideoxy-α-D-glycero-hex-3-enopyranos-2-ulose), BrC=1C([C@H]2O[C@@H](C1)CO2)=O (1,6-anhydro-3-bromo-3,4-dideoxy-β-D-glycero-hex-3-enopyranos-2-ulose), O.[OH-].[Li+] (lithium hydroxide monohydrate). Run in Carbohydrate, O1CCCC1.O (tetrahydrofuran water). Conditions: time 30 minute. Yields the product C(C)(=O)OC[C@@H]1C=C(C(C(O)O1)=O)Br (6-O-acetyl-3-bromo-3,4-dideoxy-D-glycero-hex-3-enopyranos-2-ulose). Isolated yield 23.2%. Reaction SMILES: C([O:4][C@H:5]1[O:10][C@H:9]([CH2:11][O:12][C:13](=[O:15])[CH3:14])[CH:8]=[C:7]([Br:16])[C:6]1=[O:17])(=O)C.BrC1C(=O)[C@@H]2OC[C@H](C=1)O2.O.[OH-].[Li+].C(OCC)(=O)C>O1CCCC1.O>[C:13]([O:12][CH2:11][C@H:9]1[O:10][CH:5]([OH:4])[C:6](=[O:17])[C:7]([Br:16])=[CH:8]1)(=[O:15])[CH3:14] |f:2.3.4,6.7|. Reported procedure: 200 mg of 1,6-di-O-acetyl-3-bromo-3,4-dideoxy-α-D-glycero-hex-3-enopyranos-2-ulose prepared in the same manner as in the above Intermediate Preparation Example 4 from 1,6-anhydro-3-bromo-3,4-dideoxy-β-D-glycero-hex-3-enopyranos-2-ulose (Intermediate No. 4) prepared by the method disclosed in Carbohydrate Research (1981), Vol. 93, 284-287, was dissolved in 6 ml of tetrahydrofuran-water (5:1), and 70 mg of lithium hydroxide monohydrate was added thereto. The mixture was stirred at room temperature... Reactants: C(C)OC(=O)C=1OC2=C(C1C)C(=CC=C2)OCCCNCC2=CC=CC=C2 (4-(3-benzylamino-propoxy)-3-methyl-benzofuran-2-carboxylic acid ethyl ester), [H][H] (hydrogen). Reagents/catalysts: [OH-].[OH-].[Pd+2] (Pd(OH)2 on charcoal). Run in C1CCOC1 (THF). Conditions: time 8 hour. The product is C(C)OC(=O)C=1OC2=C(C1C)C(=CC=C2)OCCCN (4-(3-amino-propoxy)-3-methyl-benzofuran-2-carboxylic acid ethyl ester). Reaction SMILES: [CH2:1]([O:3][C:4]([C:6]1[O:7][C:8]2[CH:15]=[CH:14][CH:13]=[C:12]([O:16][CH2:17][CH2:18][CH2:19][NH:20]CC3C=CC=CC=3)[C:9]=2[C:10]=1[CH3:11])=[O:5])[CH3:2].[H][H]>C1COCC1.[OH-].[OH-].[Pd+2]>[CH2:1]([O:3][C:4]([C:6]1[O:7][C:8]2[CH:15]=[CH:14][CH:13]=[C:12]([O:16][CH2:17][CH2:18][CH2:19][NH2:20])[C:9]=2[C:10]=1[CH3:11])=[O:5])[CH3:2] |f:3.4.5|. Procedure details: To a solution of 4-(3-benzylamino-propoxy)-3-methyl-benzofuran-2-carboxylic acid ethyl ester (the compound in Example 98: 180 mg) in THF (10 ml) was added 20% Pd(OH)2 on charcoal catalyst (40 mg) under N2. The nitrogen atmosphere was replaced by hydrogen (1 atom) and the resulting mixture was stirred overnight at room temperature. The reaction mixture was filtered through a pad of celite and the pad of celite was rinsed with methanol and dichloromethane. The filtrate combined was concentrated in... The reactants are C1OC=2C=C(CCN)C=CC2O1 (3,4-methylenedioxyphenethylamine), ClC=1C2=C(N=C(N1)C1=NC=CC=C1)SC(=C2C)C (4-chloro-2-(pyridin-2-yl)-5,6-dimethyl-thieno-[2,3-d]-pyrimidine). Product: N1=C(C=CC=C1)C=1N=C(C2=C(N1)SC(=C2C)C)NCCC2=CC1=C(C=C2)OCO1 (2-(pyridin-2-yl)-4-(3,4-methylenedioxyphenethylamino)-5,6-dimethyl-thieno-[2,3-d]-pyrimidine). Reaction SMILES: [CH2:1]1[O:12][C:11]2[CH:10]=[CH:9][C:5]([CH2:6][CH2:7][NH2:8])=[CH:4][C:3]=2[O:2]1.Cl[C:14]1[C:15]2[C:28]([CH3:29])=[C:27]([CH3:30])[S:26][C:16]=2[N:17]=[C:18]([C:20]2[CH:25]=[CH:24][CH:23]=[CH:22][N:21]=2)[N:19]=1>>[N:21]1[CH:22]=[CH:23][CH:24]=[CH:25][C:20]=1[C:18]1[N:19]=[C:14]([NH:8][CH2:7][CH2:6][C:5]2[CH:9]=[CH:10][C:11]3[O:12][CH2:1][O:2][C:3]=3[CH:4]=2)[C:15]2[C:28]([CH3:29])=[C:27]([CH3:30])[S:26][C:16]=2[N:17]=1. Procedure details: With the procedure of Example 1, the reaction of 3,4-methylenedioxyphenethylamine with 4-chloro-2-(pyridin-2-yl)-5,6-dimethyl-thieno-[2,3-d]-pyrimidine yields 2-(pyridin-2-yl)-4-(3,4-methylenedioxyphenethylamino)-5,6-dimethyl-thieno-[2,3-d]-pyrimidine. Starting materials: OC=1C=C(C(=O)O)C=CC1 (3-hydroxybenzoic acid), C([O-])([O-])=O.[K+].[K+] (potassium carbonate), ICCC (1-iodopropane), CC(=O)C (acetone). Yields the product CCCOC1=C(C(=O)OCCC)C=CC=C1 (propyl (3-propyloxy)benzoate). RXN SMILES: O[C:2]1[CH:3]=[C:4]([CH:8]=[CH:9][CH:10]=1)[C:5]([OH:7])=[O:6].[C:11](=[O:14])([O-])[O-].[K+].[K+].I[CH2:18][CH2:19][CH3:20].[CH3:21][C:22](C)=O>>[CH3:21][CH2:22][CH2:11][O:14][C:8]1[CH:9]=[CH:10][CH:2]=[CH:3][C:4]=1[C:5]([O:7][CH2:18][CH2:19][CH3:20])=[O:6] |f:1.2.3|. Procedure details: A mixture of 3-hydroxybenzoic acid (10 g, 0.072 mol), potassium carbonate (22.0 g, 0.159 mol) and 1-iodopropane (20.5 ml, 35.7 g, 0.210 mol) in acetone (800 ml) was refluxed for 24 hours. The mixture was filtered, the filtrate was concentrated on the rotary evaporator and the concentrate was partitioned between water and diethyl ether. The aqueous layer was extracted with diethyl ether and the combined extracts were washed with saturated sodium bicarbonate solution and brine and then dried (MgSO...